The task is: describe an organic reaction: reactants, conditions, products, and yield. This data is from the Open Reaction Database (ORD), a public repository of structured organic reaction records. The reactants are C(C(=O)Cl)(=O)Cl (Oxalyl chloride), FC1=C(C=CC=C1)C1=NOC(=C1)C(=O)O (3-(2-fluorophenyl)isoxazole-5-carboxylic acid). Run in C1CCOC1 (THF). Reaction conditions: time 2 hour. The product is FC1=C(C=CC=C1)C1=NOC(=C1)C(=O)Cl (3-(2-Fluorophenyl)-isoxazole-5-carbonyl Chloride). The yield is 94.6%. Reaction SMILES: [C:1]([Cl:6])(=[O:5])[C:2](Cl)=[O:3].[F:7][C:8]1[CH:13]=[CH:12][CH:11]=[CH:10][C:9]=1[C:14]1[CH:18]=C(C(O)=O)O[N:15]=1>C1COCC1>[F:7][C:8]1[CH:13]=[CH:12][CH:11]=[CH:10][C:9]=1[C:14]1[CH:18]=[C:2]([C:1]([Cl:6])=[O:5])[O:3][N:15]=1. Procedure details: Oxalyl chloride (0.07 mL, 0.74 mmol) was added dropwise to a stirred solution of 3-(2-fluorophenyl)isoxazole-5-carboxylic acid (77 mg, 370 μmol) in THF (10 mL). The mixture was stirred at room temperature for 2 hours, then concentrated to yield the title compound (79 mg), which was used without further purification.